The task is: describe an organic reaction: reactants, conditions, products, and yield. This data is from the Open Reaction Database (ORD), a public repository of structured organic reaction records. Reactants: CN1C(=O)NC=2N=CNC2C1=O (1-methylxanthine), C([O-])([O-])=O.[Na+].[Na+] (sodium carbonate), ClCCC(C(=O)[O-])(C)C (chloromethylpivalate). Solvent: CN(C)C=O (DMF), CN(C)C=O (DMF). Run at time 8 hour. Product: CN1C(=O)NC=2N=CN(C2C1=O)COC(C(C)(C)C)=O (1-methyl-7-pivaloyloxymethyl xanthine). Isolated yield 25.6%. RXN SMILES: [CH3:1][N:2]1[C:11](=[O:12])[C:10]2[NH:9][CH:8]=[N:7][C:6]=2[NH:5][C:3]1=[O:4].[C:13](=O)([O-])[O-].[Na+].[Na+].ClC[CH2:21][C:22]([CH3:27])([CH3:26])[C:23]([O-:25])=[O:24]>CN(C=O)C>[CH3:1][N:2]1[C:11](=[O:12])[C:10]2[N:9]([CH2:13][O:25][C:23](=[O:24])[C:22]([CH3:27])([CH3:26])[CH3:21])[CH:8]=[N:7][C:6]=2[NH:5][C:3]1=[O:4] |f:1.2.3|. Reported procedure: To a mixture of 1-methylxanthine (844 mg, 5.08 mmoles) and sodium carbonate (538 mg, 5.08 mmoles) in 20 ml of dry DMF under nitrogen was slowly added over a period of 1 hour a solution of chloromethylpivalate (828 μl, 5.59 mmole) in 6 ml DMF at room temperature and the reaction mixture stirred overnight. The mixture was filtered, the filtrate evaporated to dryness and the residue triturated with 50 ml of 10 vol. %. EtOH/CHCl3. The solids obtained were starting material and the organic phase was ... Reaction SMILES: [BH4-:14].[CH3:16][CH2:17][OH:18].[CH3:1][O:2][c:3]1[cH:4][c:5]2[c:10]([cH:11][cH:12]1)[C:9](=[O:13])[CH2:8][CH2:7][CH2:6]2.[Na+:15]>>[CH3:1][O:2][c:3]1[cH:4][c:5]2[c:10]([cH:11][cH:12]1)[CH:9]([OH:13])[CH2:8][CH2:7][CH2:6]2. The reactants are [BH4-], CCO, COc1ccc2c(c1)CCCC2=O, [Na+]. Yields the product COc1ccc2c(c1)CCCC2O. Starting materials: COC1=C(C=CC(=C1)OC)CN(C=1C2=C(N=C(N1)SCCC)N(N=N2)C2CC(C1C2OC(O1)(C)C)CO)C1C(C1)C1=CC=CC=C1 (6-[7-[(2,4-Dimethoxyphenyl)methyl(2-phenylcyclopropyl)amino]-5-(propylthio)-3H-1,2,3-triazolo[4,5-d]pyrimidin-3-yl]-tetrahydro-2,2-dimethyl-4H-cyclopenta-1,3-dioxole4-methanol), CO (methanol), C(C)(=O)OCC (Ethyl acetate). Run in FC(C(=O)O)(F)F (trifluoroacetic acid). Product: COC1=C(C=CC(=C1)OC)CN(C=1C2=C(N=C(N1)SCCC)N(N=N2)C2C(C(C(C2)CO)O)O)C2C(C2)C2=CC=CC=C2 (3-[7-[N-(2,4-Dimethoxyphenylmethyl)-(2-phenylcyclopropyl)amino]-5-(propylthio)-3H-1,2,3-triazolo[4,5-d]pyrimidin-3-yl]-5-(hydroxymethyl)-cyclopentane-1,2-diol). Yield: 85.1%. As a reaction SMILES: [CH3:1][O:2][C:3]1[CH:8]=[C:7]([O:9][CH3:10])[CH:6]=[CH:5][C:4]=1[CH2:11][N:12]([CH:38]1[CH2:40][CH:39]1[C:41]1[CH:46]=[CH:45][CH:44]=[CH:43][CH:42]=1)[C:13]1[C:14]2[N:25]=[N:24][N:23]([CH:26]3[CH:30]4[O:31]C(C)(C)[O:33][CH:29]4[CH:28]([CH2:36][OH:37])[CH2:27]3)[C:15]=2[N:16]=[C:17]([S:19][CH2:20][CH2:21][CH3:22])[N:18]=1.CO.C(OCC)(=O)C>FC(F)(F)C(O)=O>[CH3:1][O:2][C:3]1[CH:8]=[C:7]([O:9][CH3:10])[CH:6]=[CH:5][C:4]=1[CH2:11][N:12]([CH:38]1[CH2:40][CH:39]1[C:41]1[CH:46]=[CH:45][CH:44]=[CH:43][CH:42]=1)[C:13]1[C:14]2[N:25]=[N:24][N:23]([CH:26]3[CH2:27][CH:28]([CH2:36][OH:37])[CH:29]([OH:33])[CH:30]3[OH:31])[C:15]=2[N:16]=[C:17]([S:19][CH2:20][CH2:21][CH3:22])[N:18]=1. Procedure: A solution of the product from Example 36, step (a) (1.39 g) in trifluoroacetic acid (1.5 ml)/methanol (15 ml) was stirred for two days. Ethyl acetate was added and the mixture was concentrated. Sodium hydrogen carbonate solution was added and the mixture was extracted with ethyl acetate. The organic extracts were dried, concentrated and purified (SiO2, petrol:acetone 1:1 as eluant) to give the subtitle compound (1.11 g). Starting materials: O=CO, NCc1cccc(-c2ccc(Br)cc2)n1, [NH4+], [OH-]. As a reaction SMILES: [CH:18](=[O:19])[OH:20].[NH2:1][CH2:2][c:3]1[n:4][c:5](-[c:9]2[cH:10][cH:11][c:12]([Br:15])[cH:13][cH:14]2)[cH:6][cH:7][cH:8]1.[NH4+:16].[OH-:17]>>[NH:1]([CH2:2][c:3]1[n:4][c:5](-[c:9]2[cH:10][cH:11][c:12]([Br:15])[cH:13][cH:14]2)[cH:6][cH:7][cH:8]1)[CH:18]=[O:19]. Product: O=CNCc1cccc(-c2ccc(Br)cc2)n1. Starting materials: C(C=C)OC1=CC=C(C(=O)O)C=C1 (p-allyloxybenzoic acid), C(CCCCCCC)OC1=CC=C(C=C1)C1=CC=C(C=C1)O (4-octyloxy-4'-hydroxybiphenyl), O (water). Run in C(Cl)(Cl)Cl (chloroform). Run at time 8 hour. Yields the product C(C=C)OC1=CC=C(C(=O)O)C=C1.C(CCCCCCC)OC1=CC=C(C=C1)C1=CC=CC=C1 (4'-octyloxybiphenyl p-allyloxybenzoate). Isolated yield 86.2%. Reaction SMILES: [CH2:1]([O:4][C:5]1[CH:13]=[CH:12][C:8]([C:9]([OH:11])=[O:10])=[CH:7][CH:6]=1)[CH:2]=[CH2:3].[CH2:14]([O:22][C:23]1[CH:28]=[CH:27][C:26]([C:29]2[CH:34]=[CH:33][C:32](O)=[CH:31][CH:30]=2)=[CH:25][CH:24]=1)[CH2:15][CH2:16][CH2:17][CH2:18][CH2:19][CH2:20][CH3:21].O>C(Cl)(Cl)Cl>[CH2:1]([O:4][C:5]1[CH:13]=[CH:12][C:8]([C:9]([OH:11])=[O:10])=[CH:7][CH:6]=1)[CH:2]=[CH2:3].[CH2:14]([O:22][C:23]1[CH:24]=[CH:25][C:26]([C:29]2[CH:34]=[CH:33][CH:32]=[CH:31][CH:30]=2)=[CH:27][CH:28]=1)[CH2:15][CH2:16][CH2:17][CH2:18][CH2:19][CH2:20][CH3:21] |f:4.5|. Reported procedure: 15.0 g of PPE, 2.65 g (15.2 mmol) of the compound (12) and 4.50 g (13.4 mmol) of 4-octyloxy-4'-hydroxybiphenyl were dissolved in 120 ml of chloroform under an argon gas atmosphere and the whole was stirred at room temperature overnight. After addition of water to the reaction mixture, the whole was extracted with methylene chloride. After removal of the solvent by distillation, the residue was purified by silica gel column chromatography to obtain 5.30 g of 4- (4'-octyloxybiphenyl p-allyloxybenz... Procedure: To a solution of compound A4 (0.7 g 1.9 mmol) in MeOH was added 10 Mol % Pd/C and reaction was shacked at 40 psi pressure for 0.5 hrs. After completion of the reaction (monitored by TLC) filtered the reaction mixture and evaporated the methanol completely. Chromatography of the residue on silica gel (3% EtOAc/Hexanes) afforded the compound A5 (0.633 g) in 90% yield colorless liquid: 1H NMR (500 MHz, CDCl3) δ 7.04 (s, 1H), 6.98 (s, 1H), 6.294 (s, 1H), 5.15-5.12 (m, 4H), 3.940 (s, 6H), 2.94-2.91 (... Run at time 0.5 hour. Starting materials: COC=1C(=CC2=C(C=C(O2)C(=C)CC\C=C(\CCC=C(C)C)/C)C1)OC (5,6-dimethoxy-2-((E)-6,10-dimethylundeca-1,5,9-trien-2-yl)benzofuran), CO (MeOH). Isolated yield 90.0%. The reagents and catalysts are [Pd] (Pd/C). Yields the product COC=1C(=CC2=C(C=C(O2)C(CC)CC\C=C(\CCC=C(C)C)/C)C1)OC (5,6-dimethoxy-2-((E)-1,6,10-trimethylundeca-5,9-dien-2-yl)benzofuran), colorless liquid. RXN SMILES: [CH3:1][O:2][C:3]1[C:4]([O:25][CH3:26])=[CH:5][C:6]2[O:10][C:9]([C:11]([CH2:13][CH2:14]/[CH:15]=[C:16](\[CH3:23])/[CH2:17][CH2:18][CH:19]=[C:20]([CH3:22])[CH3:21])=[CH2:12])=[CH:8][C:7]=2[CH:24]=1.[CH3:27]O>[Pd]>[CH3:1][O:2][C:3]1[C:4]([O:25][CH3:26])=[CH:5][C:6]2[O:10][C:9]([CH:11]([CH2:13][CH2:14]/[CH:15]=[C:16](\[CH3:23])/[CH2:17][CH2:18][CH:19]=[C:20]([CH3:21])[CH3:22])[CH2:12][CH3:27])=[CH:8][C:7]=2[CH:24]=1. Reactants: solution, C[Mg]Br (methylmagnesium bromide), CC=1N=C(SC1C=O)C1=CC=C(C=C1)C(F)(F)F (4-Methyl-2-(4-trifluoromethyl-phenyl)-thiazole-5-carbaldehyde). The solvent is O1CCCC1 (tetrahydrofuran), O1CCCC1 (tetrahydrofuran). Conditions: time 1 hour. Yields the product CC=1N=C(SC1C(C)O)C1=CC=C(C=C1)C(F)(F)F (1-[4-methyl-2-(4-trifluoromethyl-phenyl)-thiazol-5-yl]-ethanol). Reaction SMILES: [CH3:1][C:2]1[N:3]=[C:4]([C:9]2[CH:14]=[CH:13][C:12]([C:15]([F:18])([F:17])[F:16])=[CH:11][CH:10]=2)[S:5][C:6]=1[CH:7]=[O:8].[CH3:19][Mg]Br>O1CCCC1>[CH3:1][C:2]1[N:3]=[C:4]([C:9]2[CH:10]=[CH:11][C:12]([C:15]([F:18])([F:16])[F:17])=[CH:13][CH:14]=2)[S:5][C:6]=1[CH:7]([OH:8])[CH3:19]. Procedure: 2.5 g 4-Methyl-2-(4-trifluoromethyl-phenyl)-thiazole-5-carbaldehyde were dissolved in 100 ml tetrahydrofuran. At 0° C. 3.38 ml of an one molar solution of methylmagnesium bromide in tetrahydrofuran were added dropwise. The cooling bath was removed and the reaction mixture stirred at room temperature for one hour. Then the reaction mixture was poured on 100 ml ice cold saturated NH4Cl solution and extracted five times with portions of 80 ml ethyl acetate. The combined organic layers were washed w... The reactants are ClN1C(CCC1=O)=O (N-chlorosuccinimide), CC1=C(C=NO)C=CC=C1 (2-methylbenzaldehyde oxime), C(=O)(O)[O-].[Na+] (NaHCO3), CC(CO)=C (2-methyl-2-propene-1-ol), CC1=C(C=NO)C=CC=C1 (2-methylbenzaldehyde oxime). The solvent is CN(C=O)C (dimethylformamide), ClC(C)Cl (dichloroethane). Run at time 1 hour. Yields the product CC1(CC(=NO1)C1=C(C=CC=C1)C)CO ((5-methyl-3-o-tolyl-4,5-dihydroisoxazole-5-yl)methanol). Reaction SMILES: [CH3:1][C:2]1[CH:10]=[CH:9][CH:8]=[CH:7][C:3]=1[CH:4]=[N:5][OH:6].ClN1C(=O)CCC1=O.C([O-])(O)=O.[Na+].[CH3:24][C:25](=[CH2:28])[CH2:26][OH:27]>ClC(Cl)C.CN(C)C=O>[CH3:24][C:25]1([CH2:26][OH:27])[O:6][N:5]=[C:4]([C:3]2[CH:7]=[CH:8][CH:9]=[CH:10][C:2]=2[CH3:1])[CH2:28]1 |f:2.3|. Reported procedure: 60 g of 2-methylbenzaldehyde oxime was dissolved in 1 L of dichloroethane, and then, 65 g of N-chlorosuccinimide and 100 mL of dimethylformamide were slowly added thereto at a temperature of 0° C. The reaction mixture was stirred at room temperature for 1 hour, and then, the reaction state was confirmed by thin layer chromatography (TLC). When 2-methylbenzaldehyde oxime, which was a starting material, disappeared, the reaction mixture was cooled to a temperature of 0° C., and then 56 g of NaHCO3... The product is CCCCCCOc1ccc(C(=O)Nc2ccc(CN(Cc3ccccc3)C(=O)C(=O)OCC)cc2)cc1. RXN SMILES: [CH2:17]([CH3:18])[O:19][C:20]([C:21](=[O:22])[N:23]([CH2:24][c:25]1[cH:26][cH:27][cH:28][cH:29][cH:30]1)[CH2:31][c:32]1[cH:33][cH:34][c:35]([NH2:38])[cH:36][cH:37]1)=[O:39].[CH2:1]([CH2:2][CH2:3][CH2:4][CH2:5][CH3:6])[O:7][c:8]1[cH:9][cH:10][c:11]([C:12](=[O:13])[Cl:14])[cH:15][cH:16]1>>[CH2:1]([CH2:2][CH2:3][CH2:4][CH2:5][CH3:6])[O:7][c:8]1[cH:9][cH:10][c:11]([C:12](=[O:13])[NH:38][c:35]2[cH:34][cH:33][c:32]([CH2:31][N:23]([C:21]([C:20]([O:19][CH2:17][CH3:18])=[O:39])=[O:22])[CH2:24][c:25]3[cH:26][cH:27][cH:28][cH:29][cH:30]3)[cH:37][cH:36]2)[cH:15][cH:16]1. The reactants are CCOC(=O)C(=O)N(Cc1ccccc1)Cc1ccc(N)cc1, CCCCCCOc1ccc(C(=O)Cl)cc1. Starting materials: O=C([O-])[O-], CC(C)C1CC(NS(=O)(=O)c2ccc(-c3ccc(C(F)(F)F)cc3)cc2)C(=O)N1OCc1ccccc1, CN(C)C=O, [Cs+], [Cs+], CCCI. The product is CCCN(C1CC(C(C)C)N(OCc2ccccc2)C1=O)S(=O)(=O)c1ccc(-c2ccc(C(F)(F)F)cc2)cc1. RXN SMILES: [C:42](=[O:43])([O-:44])[O-:45].[CH2:1]([c:2]1[cH:3][cH:4][cH:5][cH:6][cH:7]1)[O:8][N:9]1[C:10](=[O:37])[CH:11]([NH:17][S:18](=[O:19])(=[O:20])[c:21]2[cH:22][cH:23][c:24](-[c:27]3[cH:28][cH:29][c:30]([C:33]([F:34])([F:35])[F:36])[cH:31][cH:32]3)[cH:25][cH:26]2)[CH2:12][CH:13]1[CH:14]([CH3:15])[CH3:16].[CH3:48][N:49]([CH3:50])[CH:51]=[O:52].[Cs+:46].[Cs+:47].[I:38][CH2:39][CH2:40][CH3:41]>>[CH2:1]([c:2]1[cH:3][cH:4][cH:5][cH:6][cH:7]1)[O:8][N:9]1[C:10](=[O:37])[CH:11]([N:17]([S:18](=[O:19])(=[O:20])[c:21]2[cH:22][cH:23][c:24](-[c:27]3[cH:28][cH:29][c:30]([C:33]([F:34])([F:35])[F:36])[cH:31][cH:32]3)[cH:25][cH:26]2)[CH2:39][CH2:40][CH3:41])[CH2:12][CH:13]1[CH:14]([CH3:15])[CH3:16].